This data is from the Open Reaction Database (ORD), a public repository of structured organic reaction records. The task is: describe an organic reaction: reactants, conditions, products, and yield The reactants are C=CCN1C(=O)COc2cc(F)c(N)cc21, O=C1CC(C(F)(F)F)CC(=O)O1. Product: C=CCN1C(=O)COc2cc(F)c(NC(=O)CC(CC(=O)O)C(F)(F)F)cc21. RXN SMILES: [CH2:1]([CH:2]=[CH2:3])[N:4]1[C:5](=[O:16])[CH2:6][O:7][c:8]2[c:9]1[cH:10][c:11]([NH2:15])[c:12]([F:14])[cH:13]2.[F:17][C:18]([CH:19]1[CH2:20][C:21](=[O:22])[O:23][C:24](=[O:26])[CH2:25]1)([F:27])[F:28]>>[CH2:1]([CH:2]=[CH2:3])[N:4]1[C:5](=[O:16])[CH2:6][O:7][c:8]2[c:9]1[cH:10][c:11]([NH:15][C:24]([CH2:25][CH:19]([C:18]([F:17])([F:27])[F:28])[CH2:20][C:21](=[O:22])[OH:23])=[O:26])[c:12]([F:14])[cH:13]2. Starting materials: CC1CC(O)(c2cccc(OCc3ccccc3)c2)CC(C)O1, CI. Product: COC1(c2cccc(OCc3ccccc3)c2)CC(C)OC(C)C1. As a reaction SMILES: [CH2:1]([c:2]1[cH:3][cH:4][cH:5][cH:6][cH:7]1)[O:8][c:9]1[cH:10][c:11]([C:15]2([OH:23])[CH2:16][CH:17]([CH3:22])[O:18][CH:19]([CH3:21])[CH2:20]2)[cH:12][cH:13][cH:14]1.[CH3:24][I:25]>>[CH2:1]([c:2]1[cH:3][cH:4][cH:5][cH:6][cH:7]1)[O:8][c:9]1[cH:10][c:11]([C:15]2([O:23][CH3:24])[CH2:16][CH:17]([CH3:22])[O:18][CH:19]([CH3:21])[CH2:20]2)[cH:12][cH:13][cH:14]1.